Dataset: the Open Reaction Database (ORD), a public repository of structured organic reaction records. Task: describe an organic reaction: reactants, conditions, products, and yield The reactants are C1=NC=CC=2OC3=C(OC21)C=CC=C3 (pyrido[3,4-B][1,4]benzodioxin), ClC1=CC(=CC=C1)C(=O)OO (m-chloroperbenzoic acid). Solvent: ClCCl (dichloromethane), ClCCl (dichloromethane). Reaction conditions: time 4 day. Yields the product C1=[N+](C=CC=2OC3=C(OC21)C=CC=C3)[O-] (pyrido[3,4-B][1,4]-benzodioxin-2 oxide). As a reaction SMILES: [CH:1]1[C:10]2[O:9][C:8]3[CH:11]=[CH:12][CH:13]=[CH:14][C:7]=3[O:6][C:5]=2[CH:4]=[CH:3][N:2]=1.ClC1C=CC=C(C(OO)=[O:23])C=1>ClCCl>[CH:1]1[C:10]2[O:9][C:8]3[CH:11]=[CH:12][CH:13]=[CH:14][C:7]=3[O:6][C:5]=2[CH:4]=[CH:3][N+:2]=1[O-:23]. Reported procedure: A solution of 3.5 g of pyrido[3,4-B][1,4]benzodioxin in 40 ml of dichloromethane is treated with 4.04 g of 85% m-chloroperbenzoic acid. The mixture is refluxed with stirring for 4 days. The mixture is diluted with 250 ml of dichloromethane and washed with excess 25% sodium hydroxide solution. The organic layer is dried and evaporated to yield pyrido[3,4-B][1,4]-benzodioxin-2 oxide, mp 232°-233° C. dec. The reactants are CS(=O)(=O)Cl (Methanesulfonyl chloride), C(C)(=O)C=1C(=C(C(N(N1)C1=CC=C(C=C1)F)=O)SC1=CC=C(C=C1)N)C (6-acetyl-4-(4-aminophenylthio)-2-(4-fluorophenyl)-5-methyl-3(2H)-pyridazinone), O (Water). The solvent is N1=CC=CC=C1 (pyridine). Conditions: time 1 hour. Product: C(C)(=O)C=1C(=C(C(N(N1)C1=CC=C(C=C1)F)=O)SC1=CC=C(C=C1)NS(=O)(=O)C)C (6-acetyl-2-(4-fluorophenyl)-5-methyl-4-(4-methylsulfonylaminophenylthio)-3(2H)-pyridazinone). As a reaction SMILES: [CH3:1][S:2](Cl)(=[O:4])=[O:3].[C:6]([C:9]1[C:10]([CH3:31])=[C:11]([S:23][C:24]2[CH:29]=[CH:28][C:27]([NH2:30])=[CH:26][CH:25]=2)[C:12](=[O:22])[N:13]([C:15]2[CH:20]=[CH:19][C:18]([F:21])=[CH:17][CH:16]=2)[N:14]=1)(=[O:8])[CH3:7].O>N1C=CC=CC=1>[C:6]([C:9]1[C:10]([CH3:31])=[C:11]([S:23][C:24]2[CH:25]=[CH:26][C:27]([NH:30][S:2]([CH3:1])(=[O:4])=[O:3])=[CH:28][CH:29]=2)[C:12](=[O:22])[N:13]([C:15]2[CH:16]=[CH:17][C:18]([F:21])=[CH:19][CH:20]=2)[N:14]=1)(=[O:8])[CH3:7]. Reported procedure: Methanesulfonyl chloride (0.1 ml) was added to a solution of 6-acetyl-4-(4-aminophenylthio)-2-(4-fluorophenyl)-5-methyl-3(2H)-pyridazinone (185 mg) in pyridine (2 ml) at 5° C., followed by stirring at room temperature for 1 hour. Water was added to the reaction mixture and the mixture was extracted with ethyl acetate. After washing with a saturated aqueous sodium hydrogen carbonate solution and a brine, the organic layer was dried over anhydrous magnesium sulfate. The solvent was removed by evap...